From a dataset of the Open Reaction Database (ORD), a public repository of structured organic reaction records. describe an organic reaction: reactants, conditions, products, and yield The reactants are CC1=C(O)C=C(C(=C1CCC(C)C)O)C (2,5-dimethyl-3-(3-methylbutyl)hydroquinone), BF3-ether, C(=C)C1(CCC1)O (1-vinyl-cyclobutanol). Solvent: O1CCOCC1 (dioxane), O1CCOCC1 (dioxane), C(C)(=O)OCC (ethyl acetate). Yields the product CC1=C2CCC3(CCC3)OC2=C(C(=C1O)CCC(C)C)C (5,8-dimethyl-7-(3-methylbutyl)-3,4-dihydrospiro[chromene-2,1′-cyclobutan]-6-ol). The yield is 45.1%. Reaction SMILES: [CH3:1][C:2]1[C:8]([CH2:9][CH2:10][CH:11]([CH3:13])[CH3:12])=[C:7]([OH:14])[C:6]([CH3:15])=[CH:5][C:3]=1O.[CH:16]([C:18]1([OH:22])[CH2:21][CH2:20][CH2:19]1)=[CH2:17]>O1CCOCC1.C(OCC)(=O)C>[CH3:15][C:6]1[C:7]([OH:14])=[C:8]([CH2:9][CH2:10][CH:11]([CH3:12])[CH3:13])[C:2]([CH3:1])=[C:3]2[C:5]=1[CH2:17][CH2:16][C:18]1([O:22]2)[CH2:21][CH2:20][CH2:19]1. Procedure: To a solution of 2,5-dimethyl-3-(3-methylbutyl)hydroquinone (208 mg) and BF3-ether (0.25 mL) in dioxane (3 mL) was added 1-vinyl-cyclobutanol (98 mg) in dioxane (3 mL) over 50 min at 110° C. degree under nitrogen. The reaction was refluxed for one additional hour. The solution was diluted with ethyl acetate and washed with water and brine, and dried. After evaporation the residue waschromatographed (silica gel, hexane-ethyl acetate 0% to 3%) gave 5,8-dimethyl-7-(3-methylbutyl)-3,4-dihydrospiro[c... The reactants are CCOC(=O)C12CC1C=CCOCCCC(NC(=O)OC(C)(C)C)C(=O)N1CC(OC(=O)N3Cc4cccc(F)c4C3)CC1C(=O)N2, C1CCOC1, [Na+], [OH-], O. Product: CC(C)(C)OC(=O)NC1CCCOCC=CC2CC2(C(=O)O)NC(=O)C2CC(OC(=O)N3Cc4cccc(F)c4C3)CN2C1=O. RXN SMILES: [C:1]([CH3:2])([CH3:3])([CH3:4])[O:5][C:6](=[O:7])[NH:8][CH:9]1[C:10](=[O:47])[N:11]2[CH:12]([C:13](=[O:30])[NH:14][C:15]3([C:25](=[O:26])[O:27][CH2:28][CH3:29])[CH:16]([CH:17]=[CH:18][CH2:19][O:20][CH2:21][CH2:22][CH2:23]1)[CH2:24]3)[CH2:31][CH:32]([O:34][C:35](=[O:36])[N:37]1[CH2:38][c:39]3[cH:40][cH:41][cH:42][c:43]([F:46])[c:44]3[CH2:45]1)[CH2:33]2.[CH2:50]1[O:51][CH2:52][CH2:53][CH2:54]1.[Na+:49].[OH-:48].[OH2:55]>>[C:1]([CH3:2])([CH3:3])([CH3:4])[O:5][C:6](=[O:7])[NH:8][CH:9]1[C:10](=[O:47])[N:11]2[CH:12]([C:13](=[O:30])[NH:14][C:15]3([C:25](=[O:26])[OH:27])[CH:16]([CH:17]=[CH:18][CH2:19][O:20][CH2:21][CH2:22][CH2:23]1)[CH2:24]3)[CH2:31][CH:32]([O:34][C:35](=[O:36])[N:37]1[CH2:38][c:39]3[cH:40][cH:41][cH:42][c:43]([F:46])[c:44]3[CH2:45]1)[CH2:33]2. The reactants are CC(=O)CC(=O)c1ccccc1, CO, COC(=O)C(N)Cc1ccc(-c2cccc(CNCC(=O)c3ccccc3)c2)cc1. Yields the product COC(=O)C(Cc1ccc(-c2cccc(CNCC(=O)c3ccccc3)c2)cc1)NC(C)=CC(=O)c1ccccc1. Reaction SMILES: [C:31]([c:32]1[cH:33][cH:34][cH:35][cH:36][cH:37]1)(=[O:38])[CH2:39][C:40]([CH3:41])=[O:42].[CH3:43][OH:44].[NH2:1][CH:2]([C:3](=[O:4])[O:5][CH3:6])[CH2:7][c:8]1[cH:9][cH:10][c:11](-[c:14]2[cH:15][c:16]([CH2:20][NH:21][CH2:22][C:23]([c:24]3[cH:25][cH:26][cH:27][cH:28][cH:29]3)=[O:30])[cH:17][cH:18][cH:19]2)[cH:12][cH:13]1>>[NH:1]([CH:2]([C:3](=[O:4])[O:5][CH3:6])[CH2:7][c:8]1[cH:9][cH:10][c:11](-[c:14]2[cH:15][c:16]([CH2:20][NH:21][CH2:22][C:23]([c:24]3[cH:25][cH:26][cH:27][cH:28][cH:29]3)=[O:30])[cH:17][cH:18][cH:19]2)[cH:12][cH:13]1)[C:40](=[CH:39][C:31]([c:32]1[cH:33][cH:34][cH:35][cH:36][cH:37]1)=[O:38])[CH3:41]. Starting materials: CCOC(=O)CC#N, C1CCNCC1, CC(=O)O, O=Cc1ccccc1, c1ccccc1. Reaction SMILES: [C:9](#[N:10])[CH2:11][C:12](=[O:13])[O:14][CH2:15][CH3:16].[CH2:21]1[CH2:22][CH2:23][NH:24][CH2:25][CH2:26]1.[CH3:17][C:18](=[O:19])[OH:20].[CH:1](=[O:2])[c:3]1[cH:4][cH:5][cH:6][cH:7][cH:8]1.[cH:27]1[cH:28][cH:29][cH:30][cH:31][cH:32]1>>[CH:1]([c:3]1[cH:4][cH:5][cH:6][cH:7][cH:8]1)=[C:11]([C:9]#[N:10])[C:12](=[O:13])[O:14][CH2:15][CH3:16]. Product: CCOC(=O)C(C#N)=Cc1ccccc1. Reactants: BrCCCCCCC1=C(C(=CC=C1)OCC1=CC=CC=C1)OCC1=CC=CC=C1 (1-(6-bromohexyl)-2,3-bis(phenylmethoxy)benzene), C1(=CC=CC=C1)COC(C1=CC(=C(C=C1)[N+](=O)[O-])O)=O (3-hydroxy-4-nitrobenzoic acid phenylmethyl ester), C([O-])([O-])=O.[K+].[K+] (potassium carbonate), [I-].[Na+] (sodium iodide). Run in CC(=O)C (acetone), CN(C=O)C (dimethylformamide). Product: C1(=CC=CC=C1)COC(C1=CC(=C(C=C1)[N+](=O)[O-])OCCCCCCC1=C(C(=CC=C1)OCC1=CC=CC=C1)OCC1=CC=CC=C1)=O (4-nitro-3-[6-[2,3-bis(phenylmethoxy)phenyl]hexyloxy]benzoic acid phenylmethyl ester). The yield is 64.9%. As a reaction SMILES: Br[CH2:2][CH2:3][CH2:4][CH2:5][CH2:6][CH2:7][C:8]1[CH:13]=[CH:12][CH:11]=[C:10]([O:14][CH2:15][C:16]2[CH:21]=[CH:20][CH:19]=[CH:18][CH:17]=2)[C:9]=1[O:22][CH2:23][C:24]1[CH:29]=[CH:28][CH:27]=[CH:26][CH:25]=1.[C:30]1([CH2:36][O:37][C:38](=[O:49])[C:39]2[CH:44]=[CH:43][C:42]([N+:45]([O-:47])=[O:46])=[C:41]([OH:48])[CH:40]=2)[CH:35]=[CH:34][CH:33]=[CH:32][CH:31]=1.C(=O)([O-])[O-].[K+].[K+].[I-].[Na+]>CC(C)=O.CN(C)C=O>[C:30]1([CH2:36][O:37][C:38](=[O:49])[C:39]2[CH:44]=[CH:43][C:42]([N+:45]([O-:47])=[O:46])=[C:41]([O:48][CH2:2][CH2:3][CH2:4][CH2:5][CH2:6][CH2:7][C:8]3[CH:13]=[CH:12][CH:11]=[C:10]([O:14][CH2:15][C:16]4[CH:21]=[CH:20][CH:19]=[CH:18][CH:17]=4)[C:9]=3[O:22][CH2:23][C:24]3[CH:29]=[CH:28][CH:27]=[CH:26][CH:25]=3)[CH:40]=2)[CH:35]=[CH:34][CH:33]=[CH:32][CH:31]=1 |f:2.3.4,5.6|. Reported procedure: A mixture of 5.8 g (0.013 mol) of 1-(6-bromohexyl)-2,3-bis(phenylmethoxy)benzene, 3.5 g (0.013 mol) of 3-hydroxy-4-nitrobenzoic acid phenylmethyl ester, 3.5 g (0.026 mol) of anhydrous potassium carbonate and 2.9 g (0.019 mol) of sodium iodide in 125 ml of acetone and 13 ml of dimethylformamide was stirred and heated at reflux for 42 hours. Workup as described in example 16 and purification by HPLC using 10% ethyl acetate-hexane gave 5.45 g of 4-nitro-3-[6-[2,3-bis(phenylmethoxy)phenyl]hexyloxy]b... The reactants are COC(=O)C(CCSC)NC(=O)c1ccc(CNCCN2CCCCC2)cc1-c1ccccc1C, CCCC=O. Yields the product CCCCN(CCN1CCCCC1)Cc1ccc(C(=O)NC(CCSC)C(=O)OC)c(-c2ccccc2C)c1. Reaction SMILES: [CH3:1][O:2][C:3]([CH:4]([NH:5][C:6]([c:7]1[c:8](-[c:23]2[c:24]([CH3:29])[cH:25][cH:26][cH:27][cH:28]2)[cH:9][c:10]([CH2:13][NH:14][CH2:15][CH2:16][N:17]2[CH2:18][CH2:19][CH2:20][CH2:21][CH2:22]2)[cH:11][cH:12]1)=[O:30])[CH2:31][CH2:32][S:33][CH3:34])=[O:35].[CH:36]([CH2:37][CH2:38][CH3:39])=[O:40]>>[CH3:1][O:2][C:3]([CH:4]([NH:5][C:6]([c:7]1[c:8](-[c:23]2[c:24]([CH3:29])[cH:25][cH:26][cH:27][cH:28]2)[cH:9][c:10]([CH2:13][N:14]([CH2:15][CH2:16][N:17]2[CH2:18][CH2:19][CH2:20][CH2:21][CH2:22]2)[CH2:36][CH2:37][CH2:38][CH3:39])[cH:11][cH:12]1)=[O:30])[CH2:31][CH2:32][S:33][CH3:34])=[O:35]. Reactants: Cl (hydrochloric acid), [OH-].[K+] (KOH), Cl.COC(CC1CCC(CC1)(C1=CC=CC=C1)N(C)C)=O ((4-dimethylamino-4-phenylcyclohexyl)acetic acid methyl ester hydrochloride). The solvent is CCOCC (ether), C(C)O (ethanol). Run at time 16 hour. Yields the product Cl.CN(C1(CCC(CC1)CC(=O)O)C1=CC=CC=C1)C ((4-Dimethylamino-4-phenylcyclohexyl)acetic acid hydrochloride). The yield is 95.0%. Reaction SMILES: [OH-].[K+].[ClH:3].C[O:5][C:6](=[O:23])[CH2:7][CH:8]1[CH2:13][CH2:12][C:11]([N:20]([CH3:22])[CH3:21])([C:14]2[CH:19]=[CH:18][CH:17]=[CH:16][CH:15]=2)[CH2:10][CH2:9]1.Cl>C(O)C.CCOCC>[ClH:3].[CH3:22][N:20]([CH3:21])[C:11]1([C:14]2[CH:15]=[CH:16][CH:17]=[CH:18][CH:19]=2)[CH2:12][CH2:13][CH:8]([CH2:7][C:6]([OH:23])=[O:5])[CH2:9][CH2:10]1 |f:0.1,2.3,7.8|. Reported procedure: 1.7 M KOH (70.5 ml, 120 mmol) was added to a solution of (4-dimethylamino-4-phenylcyclohexyl)acetic acid methyl ester hydrochloride (1.79 g, 5.77 mmol) in ethanol (80 ml). The mixture was stirred at RT for 16 h. The reaction mixture was concentrated and the residue was taken up in water. The aqueous phase was extracted with ether, and 5.5 M hydrochloric acid (23.6 ml, 130 mmol) was added. After concentration of the aqueous phase, the residue was extracted with ethanol, the potassium chloride whi... The reactants are [Br-], C=C(C)c1ccc(Br)cc1, CC(=O)c1ccc(Br)cc1Cl, [Li]CCCC, CS(C)=O, c1ccc([PH+](c2ccccc2)c2ccccc2)cc1. The product is C=C(C)c1ccc(Br)cc1Cl. RXN SMILES: [Br-:11].[Br:1][c:2]1[cH:3][cH:4][c:5]([C:8](=[CH2:9])[CH3:10])[cH:6][cH:7]1.[Br:36][c:37]1[cH:38][cH:39][c:40]([C:41](=[O:42])[CH3:43])[c:44]([Cl:46])[cH:45]1.[CH3:31][CH2:32][CH2:33][CH2:34][Li:35].[CH3:47][S:48]([CH3:49])=[O:50].[c:12]1([PH+:13]([c:14]2[cH:15][cH:16][cH:17][cH:18][cH:19]2)[c:20]2[cH:21][cH:22][cH:23][cH:24][cH:25]2)[cH:26][cH:27][cH:28][cH:29][cH:30]1>>[Br:1][c:2]1[cH:3][c:4]([Cl:46])[c:5]([C:8](=[CH2:9])[CH3:10])[cH:6][cH:7]1. Starting materials: CS(C)=O, O=C(CBr)c1ccc(Cl)cc1, O. Product: O=CC(=O)c1ccc(Cl)cc1. RXN SMILES: [CH3:1][S:2]([CH3:3])=[O:4].[Cl:5][c:6]1[cH:7][cH:8][c:9]([C:10]([CH2:11][Br:12])=[O:13])[cH:14][cH:15]1.[OH2:16]>>[O:4]=[CH:11][C:10]([c:9]1[cH:8][cH:7][c:6]([Cl:5])[cH:15][cH:14]1)=[O:13].